This data is from the Open Reaction Database (ORD), a public repository of structured organic reaction records. The task is: describe an organic reaction: reactants, conditions, products, and yield Starting materials: CO[C@H]1[C@@H](NCCC1)CC(C)=O (trans (3-methoxy-2-piperidyl)-2-propanone), Br (hydrobromic acid). Run in isopropanolic solution. Conditions: time 30 minute. Yields the product Br.CO[C@H]1[C@@H](NCCC1)CC(C)=O (trans (3-methoxy-2-piperidyl)-2-propanone hydrobromide). Isolated yield 104.3%. RXN SMILES: [CH3:1][O:2][C@@H:3]1[CH2:8][CH2:7][CH2:6][NH:5][C@H:4]1[CH2:9][C:10](=[O:12])[CH3:11].[BrH:13]>>[BrH:13].[CH3:1][O:2][C@@H:3]1[CH2:8][CH2:7][CH2:6][NH:5][C@H:4]1[CH2:9][C:10](=[O:12])[CH3:11] |f:2.3|. Procedure details: A mixture of 38.7 g of the product of Step A3 in 160 ml of an isopropanolic solution titrating 15.5 g of hydrobromic acid per 100 ml was held at 20° C. for 30 minutes and was then vacuum filtered. The recovered product was washed with isopropanol and was dried at 40° C. to obtain 50.4 g of trans (3-methoxy-2-piperidyl)-2-propanone hydrobromide with a melting point of 196° C. and a specific rotation of [α]D20 =+41°±(c=1% in methanol).